Dataset: the Open Reaction Database (ORD), a public repository of structured organic reaction records. Task: describe an organic reaction: reactants, conditions, products, and yield Reactants: C1(=CC=CC=C1)/C(/C(=O)O)=N/OC(C)(C)C(=O)NC(=O)N (Z-2-phenyl-2-(2-ureidocarbonylprop-2-yloxyimino)acetic acid), C1(CCCCC1)N=C=NC1CCCCC1 (dicyclohexylcarbodiimide), CC(C=1CS[C@H]2N(C1C(=O)OC(C1=CC=CC=C1)C1=CC=CC=C1)C([C@H]2N)=O)SC2=NN=NN2 (diphenylmethyl (6R,7R)-3-(1-methyltetrazol-5-ylthiomethyl)-7-aminoceph-3-em-4-carboxylate). The solvent is ClCCl (dichloromethane), CN(C=O)C (dimethylformamide), ClCCl (dichloromethane), CN(C=O)C (dimethylformamide). Conditions: time 20 hour. Yields the product CN1N=NN=C1SCC=1CS[C@H]2N(C1C(=O)OC(C1=CC=CC=C1)C1=CC=CC=C1)C([C@H]2NC(\C(=N/OC(C)(C)C(=O)NC(=O)N)\C2=CC=CC=C2)=O)=O (Diphenylmethyl (6R,7R)-3-(1-Methyltetrazol-5-yl-thiomethyl)-7-[Z- 2-phenyl-2-(2-ureidocarbonylprop-2-yloxyimino)acetamido]-ceph-3-em-4-carboxylate), β-lactam. As a reaction SMILES: [C:1]1(/[C:7](=[N:11]/[O:12][C:13]([C:16]([NH:18][C:19]([NH2:21])=[O:20])=[O:17])([CH3:15])[CH3:14])/[C:8]([OH:10])=O)[CH:6]=[CH:5][CH:4]=[CH:3][CH:2]=1.[CH:22]1(N=C=NC2CCCCC2)CCCCC1.C[CH:38]([S:65][C:66]1[NH:70][N:69]=[N:68][N:67]=1)[C:39]1[CH2:40][S:41][C@@H:42]2[C@H:62]([NH2:63])[C:61](=[O:64])[N:43]2[C:44]=1[C:45]([O:47][CH:48]([C:55]1[CH:60]=[CH:59][CH:58]=[CH:57][CH:56]=1)[C:49]1[CH:54]=[CH:53][CH:52]=[CH:51][CH:50]=1)=[O:46]>ClCCl.CN(C)C=O>[CH3:22][N:70]1[C:66]([S:65][CH2:38][C:39]2[CH2:40][S:41][C@@H:42]3[C@H:62]([NH:63][C:8](=[O:10])/[C:7](/[C:1]4[CH:2]=[CH:3][CH:4]=[CH:5][CH:6]=4)=[N:11]\[O:12][C:13]([C:16]([NH:18][C:19]([NH2:21])=[O:20])=[O:17])([CH3:15])[CH3:14])[C:61](=[O:64])[N:43]3[C:44]=2[C:45]([O:47][CH:48]([C:55]2[CH:56]=[CH:57][CH:58]=[CH:59][CH:60]=2)[C:49]2[CH:50]=[CH:51][CH:52]=[CH:53][CH:54]=2)=[O:46])=[N:67][N:68]=[N:69]1. Reported procedure: A solution of Z-2-phenyl-2-(2-ureidocarbonylprop-2-yloxyimino)acetic acid (460 mg) in dichloromethane (6 ml) and dimethylformamide (2 ml) was added slowly to a stirred solution of dicyclohexylcarbodiimide (370 mg) and diphenylmethyl (6R,7R)-3-(1-methyltetrazol-5-ylthiomethyl)-7-aminoceph-3-em-4-carboxylate (790 mg) in dichloromethane (10 ml) and dimethylformamide (3 ml) and the mixture was stirred for 20 hr. The solution was filtered, the filtrate was evaporated, and the residue was dissolved in... Starting materials: ClCCl, CCN=C=NCCCN(C)C, CC1CCCCN1, COC1=C(OC)C(=O)C(Cc2ccc(Oc3ccccc3)c(C(=O)O)c2)=C(C)C1=O, Cl, O. The product is COC1=C(OC)C(=O)C(Cc2ccc(Oc3ccccc3)c(C(=O)N3CCCCC3C)c2)=C(C)C1=O. Reaction SMILES: [CH2:20]([Cl:21])[Cl:22].[CH2:9]([N:10]=[C:11]=[N:12][CH2:13][CH2:14][CH2:15][N:16]([CH3:17])[CH3:18])[CH3:19].[CH3:1][CH:2]1[NH:3][CH2:4][CH2:5][CH2:6][CH2:7]1.[CH3:23][O:24][C:25]1=[C:30]([O:31][CH3:32])[C:29](=[O:33])[C:28]([CH2:34][c:35]2[cH:36][cH:37][c:38]([O:44][c:45]3[cH:46][cH:47][cH:48][cH:49][cH:50]3)[c:39]([C:40](=[O:41])[OH:42])[cH:43]2)=[C:27]([CH3:51])[C:26]1=[O:52].[ClH:8].[OH2:53]>>[CH3:1][CH:2]1[N:3]([C:40]([c:39]2[c:38]([O:44][c:45]3[cH:46][cH:47][cH:48][cH:49][cH:50]3)[cH:37][cH:36][c:35]([CH2:34][C:28]3=[C:27]([CH3:51])[C:26](=[O:52])[C:25]([O:24][CH3:23])=[C:30]([O:31][CH3:32])[C:29]3=[O:33])[cH:43]2)=[O:41])[CH2:4][CH2:5][CH2:6][CH2:7]1.